Dataset: the Open Reaction Database (ORD), a public repository of structured organic reaction records. Task: describe an organic reaction: reactants, conditions, products, and yield Starting materials: N#CC(O)c1cccc(Oc2ccccc2)c1, CC1(C)C(C=CC(=O)OCC(Cl)Cl)C1C(=O)O. Yields the product CC1(C)C(C=CC(=O)OCC(Cl)Cl)C1C(=O)OC(C#N)c1cccc(Oc2ccccc2)c1. As a reaction SMILES: [C:18](#[N:19])[CH:20]([c:21]1[cH:22][c:23]([O:27][c:28]2[cH:29][cH:30][cH:31][cH:32][cH:33]2)[cH:24][cH:25][cH:26]1)[OH:34].[CH3:1][C:2]1([CH3:17])[CH:3]([C:14](=[O:15])[OH:16])[CH:4]1[CH:5]=[CH:6][C:7]([O:8][CH2:9][CH:10]([Cl:11])[Cl:12])=[O:13]>>[CH3:1][C:2]1([CH3:17])[CH:3]([C:14](=[O:15])[O:16][CH:20]([C:18]#[N:19])[c:21]2[cH:22][c:23]([O:27][c:28]3[cH:29][cH:30][cH:31][cH:32][cH:33]3)[cH:24][cH:25][cH:26]2)[CH:4]1[CH:5]=[CH:6][C:7]([O:8][CH2:9][CH:10]([Cl:11])[Cl:12])=[O:13]. The reactants are CC(=O)OC(C)=O, ClCCl, Nc1ccc(I)cc1. Product: CC(=O)Nc1ccc(I)cc1. As a reaction SMILES: [CH3:9][C:10](=[O:11])[O:12][C:13](=[O:14])[CH3:15].[Cl:16][CH2:17][Cl:18].[I:1][c:2]1[cH:3][cH:4][c:5]([NH2:6])[cH:7][cH:8]1>>[I:1][c:2]1[cH:3][cH:4][c:5]([NH:6][C:10]([CH3:9])=[O:11])[cH:7][cH:8]1. Starting materials: BrC=1C=C(C(=O)NC)C=C(C1)I (3-bromo-5-iodo-N-methyl-benzamide), C1(=CC=CC=C1)B(O)O (phenylboronic acid). Yields the product BrC=1C=C(C=C(C1)C1=CC=CC=C1)C(=O)NC (5-Bromo-N-methyl-3-biphenylcarboxamide). As a reaction SMILES: [Br:1][C:2]1[CH:3]=[C:4]([CH:9]=[C:10](I)[CH:11]=1)[C:5]([NH:7][CH3:8])=[O:6].[C:13]1(B(O)O)[CH:18]=[CH:17][CH:16]=[CH:15][CH:14]=1>>[Br:1][C:2]1[CH:3]=[C:4]([C:5]([NH:7][CH3:8])=[O:6])[CH:9]=[C:10]([C:13]2[CH:18]=[CH:17][CH:16]=[CH:15][CH:14]=2)[CH:11]=1. Procedure: In a manner similar to that of Example 1(e), by reacting 4.9 g (14 mmol) of 3-bromo-5-iodo-N-methyl-benzamide and 1.93 g (15.8 mmol) of phenylboronic acid, and after purification by chromatography on a column of silica eluted with a heptane/ethyl acetate mixture(8/2), 2.1 g (50%) of the expected product are obtained in the form of a white solid with a melting point of 132° C.